The task is: describe an organic reaction: reactants, conditions, products, and yield. This data is from the Open Reaction Database (ORD), a public repository of structured organic reaction records. Isolated yield 88.7%. Run in O (water), COCCOC (1,2-dimethoxyethane). Reactants: CC(C)([O-])C.[K+] (potassium tert-butoxide), C(#N)CC(=O)OC(C)(C)C (tert-butyl cyanoacetate), Cl (hydrochloric acid), BrC=1C=CC2=C(C=CS2)C1 (5-bromobenzothiophene). The reagents and catalysts are C1(=CC=CC=C1)P(C1=CC=CC=C1)C1=CC=CC=C1 (triphenylphosphine), [BH4-].[Na+] (sodium borohydride), Cl[Pd]([P](C1=CC=CC=C1)(C2=CC=CC=C2)C3=CC=CC=C3)([P](C4=CC=CC=C4)(C5=CC=CC=C5)C6=CC=CC=C6)Cl (dichlorobis(triphenylphosphine)palladium(II)). Product: S1C=CC2=C1C=CC(=C2)C(C(=O)OC(C)(C)C)C#N (tert-butyl 2-(1-benzothiophen-5-yl)-2-cyanoacetate). Procedure: To 1,2-dimethoxyethane (25 mL) suspension of 0.16 g of dichlorobis(triphenylphosphine)palladium(II) were added 0.12 g of triphenylphosphine, 0.01 g of sodium borohydride, 5.53 g of potassium tert-butoxide and 3.48 g of tert-butyl cyanoacetate, which was then stirred at room temperature for 10 minutes. Thereto was added 5.00 g of 5-bromobenzothiophene, which was then refluxed for 2 hours. After to the reaction mixture was added 15 mL of water, the pH was adjusted to 1 with 2 mL of hydrochloric ac... Reaction SMILES: CC(C)([O-])C.[K+].[C:7]([CH2:9][C:10]([O:12][C:13]([CH3:16])([CH3:15])[CH3:14])=[O:11])#[N:8].Br[C:18]1[CH:19]=[CH:20][C:21]2[S:25][CH:24]=[CH:23][C:22]=2[CH:26]=1.Cl>Cl[Pd](Cl)([P](C1C=CC=CC=1)(C1C=CC=CC=1)C1C=CC=CC=1)[P](C1C=CC=CC=1)(C1C=CC=CC=1)C1C=CC=CC=1.C1(P(C2C=CC=CC=2)C2C=CC=CC=2)C=CC=CC=1.[BH4-].[Na+].O.COCCOC>[S:25]1[C:21]2[CH:20]=[CH:19][C:18]([CH:9]([C:7]#[N:8])[C:10]([O:12][C:13]([CH3:16])([CH3:15])[CH3:14])=[O:11])=[CH:26][C:22]=2[CH:23]=[CH:24]1 |f:0.1,7.8,^1:30,49|. Reaction conditions: time 10 minute. Starting materials: NC=1C=CC=2N(C1)C=C(N2)C(=O)C2=CC=CC=C2 ((6-aminoimidazo[1,2-a]pyridin-2-yl)(phenyl)methanone), C(C)(=O)OC(C)=O (acetic anhydride). Solvent: C(C)(=O)O (acetic acid). Yields the product C(C1=CC=CC=C1)(=O)C=1N=C2N(C=C(C=C2)NC(C)=O)C1 (N-(2-benzoylimidazo[1,2-a]pyridin-6-yl)acetamide). RXN SMILES: [NH2:1][C:2]1[CH:3]=[CH:4][C:5]2[N:6]([CH:8]=[C:9]([C:11]([C:13]3[CH:18]=[CH:17][CH:16]=[CH:15][CH:14]=3)=[O:12])[N:10]=2)[CH:7]=1.[C:19](OC(=O)C)(=[O:21])[CH3:20]>C(O)(=O)C>[C:11]([C:9]1[N:10]=[C:5]2[CH:4]=[CH:3][C:2]([NH:1][C:19](=[O:21])[CH3:20])=[CH:7][N:6]2[CH:8]=1)(=[O:12])[C:13]1[CH:14]=[CH:15][CH:16]=[CH:17][CH:18]=1. Procedure details: The (6-aminoimidazo[1,2-a]pyridin-2-yl)(phenyl)methanone is dissolved in 7 mL of acetic acid and treated with 0.8 mL of acetic anhydride. The reaction medium is refluxed for 2 hours, cooled, filtered and concentrated to dryness. The residue is taken up in ethyl acetate and saturated sodium hydrogen carbonate solution. The organic phase is washed and concentrated, and the product obtained is chromatographed on a column of silica, eluting with a 95/5 mixture of dichloromethane and methanol. The fr... The product is CS(=O)(=O)c1ccc(-c2ccc(O)cc2)cn1. Reaction SMILES: [Br:11][c:12]1[cH:13][cH:14][c:15]([S:18](=[O:19])(=[O:20])[CH3:21])[n:16][cH:17]1.[C:22](=[O:23])([O-:24])[O-:25].[CH3:31][CH2:32][CH2:33][CH2:34][CH2:35][CH3:36].[CH3:37][O:38][CH2:39][CH2:40][O:41][CH3:42].[Cl:28][CH2:29][Cl:30].[Na+:26].[Na+:27].[OH:1][c:2]1[cH:3][cH:4][c:5]([B:8]([OH:9])[OH:10])[cH:6][cH:7]1.[cH:43]1[cH:44][cH:45][c:46]([P:47]([Pd:48]([P:49]([c:50]2[cH:51][cH:52][cH:53][cH:54][cH:55]2)([c:56]2[cH:57][cH:58][cH:59][cH:60][cH:61]2)[c:62]2[cH:63][cH:64][cH:65][cH:66][cH:67]2)([P:68]([c:69]2[cH:70][cH:71][cH:72][cH:73][cH:74]2)([c:75]2[cH:76][cH:77][cH:78][cH:79][cH:80]2)[c:81]2[cH:82][cH:83][cH:84][cH:85][cH:86]2)[P:87]([c:88]2[cH:89][cH:90][cH:91][cH:92][cH:93]2)([c:94]2[cH:95][cH:96][cH:97][cH:98][cH:99]2)[c:100]2[cH:101][cH:102][cH:103][cH:104][cH:105]2)([c:106]2[cH:107][cH:108][cH:109][cH:110][cH:111]2)[c:112]2[cH:113][cH:114][cH:115][cH:116][cH:117]2)[cH:118][cH:119]1>>[OH:1][c:2]1[cH:3][cH:4][c:5](-[c:12]2[cH:13][cH:14][c:15]([S:18](=[O:19])(=[O:20])[CH3:21])[n:16][cH:17]2)[cH:6][cH:7]1. Starting materials: CS(=O)(=O)c1ccc(Br)cn1, O=C([O-])[O-], CCCCCC, COCCOC, ClCCl, [Na+], [Na+], OB(O)c1ccc(O)cc1, c1ccc(P(c2ccccc2)(c2ccccc2)[Pd](P(c2ccccc2)(c2ccccc2)c2ccccc2)(P(c2ccccc2)(c2ccccc2)c2ccccc2)P(c2ccccc2)(c2ccccc2)c2ccccc2)cc1.